From a dataset of the Open Reaction Database (ORD), a public repository of structured organic reaction records. describe an organic reaction: reactants, conditions, products, and yield The reactants are O1C2C1CC1=CC(=C(C=C21)F)F (1,2-epoxy-5,6-difluoroindane). The reagents and catalysts are [Pd] (palladium on carbon). The solvent is C(C)O (ethanol). Product: FC=1C=C2CC(CC2=CC1F)O (5,6-difluoro-2-hydroxyindane). Isolated yield 59.4%. RXN SMILES: [O:1]1[CH:3]2[CH2:4][C:5]3[C:10]([CH:2]12)=[CH:9][C:8]([F:11])=[C:7]([F:12])[CH:6]=3>C(O)C.[Pd]>[F:11][C:8]1[CH:9]=[C:10]2[C:5](=[CH:6][C:7]=1[F:12])[CH2:4][CH:3]([OH:1])[CH2:2]2. Procedure details: Impure 1,2-epoxy-5,6-difluoroindane (4.5 g) was dissolved in 100 mL of ethanol and hydrogenated over 10% palladium on carbon (450 mg) for 15 hours. The mixture was filtered and evaporation gave 5,6-difluoro-2-hydroxyindane (2.72 g, 15.9 mmol), m.p. 57°-58° C.